Dataset: the Open Reaction Database (ORD), a public repository of structured organic reaction records. Task: describe an organic reaction: reactants, conditions, products, and yield Reactants: Cl.NCC=1C=C2C(N(C(C2=CC1)=O)C1C(NC(CC1)=O)=O)=O (5-aminomethyl-2-(2,6-dioxo-piperidin-3-yl)-isoindole-1,3-dione hydrochloride), ClC=1C=C(C(=O)Cl)C=CC1Cl (3,4-dichlorobenzoyl chloride), CCN(C(C)C)C(C)C (DIPEA). Solvent: C1CCOC1 (THF). Reaction conditions: temperature 40 celsius. Product: ClC=1C=C(C(=O)NCC=2C=C3C(N(C(C3=CC2)=O)C2C(NC(CC2)=O)=O)=O)C=CC1Cl (3,4-dichloro-N-[2-(2,6-dioxo-piperidin-3-yl)-1,3-dioxo-2,3-dihydro-1H-isoindol-5-ylmethyl]-benzamide). Yield: 89.1%. RXN SMILES: Cl.[NH2:2][CH2:3][C:4]1[CH:5]=[C:6]2[C:10](=[CH:11][CH:12]=1)[C:9](=[O:13])[N:8]([CH:14]1[CH2:19][CH2:18][C:17](=[O:20])[NH:16][C:15]1=[O:21])[C:7]2=[O:22].[Cl:23][C:24]1[CH:25]=[C:26]([CH:30]=[CH:31][C:32]=1[Cl:33])[C:27](Cl)=[O:28].CCN(C(C)C)C(C)C>C1COCC1>[Cl:23][C:24]1[CH:25]=[C:26]([CH:30]=[CH:31][C:32]=1[Cl:33])[C:27]([NH:2][CH2:3][C:4]1[CH:5]=[C:6]2[C:10](=[CH:11][CH:12]=1)[C:9](=[O:13])[N:8]([CH:14]1[CH2:19][CH2:18][C:17](=[O:20])[NH:16][C:15]1=[O:21])[C:7]2=[O:22])=[O:28] |f:0.1|. Procedure details: To a stirred mixture of 5-aminomethyl-2-(2,6-dioxo-piperidin-3-yl)-isoindole-1,3-dione hydrochloride (0.97 g, 3.00 mmol) and 3,4-dichlorobenzoyl chloride (0.69 g, 3.30 mmol) in THF (20 mL), was added DIPEA (1.05 mL, 6.00 mmol) at room temperature under nitrogen. The mixture was heated to 40° C. for 18 h then cooled to rt. The solvent was removed in vacuo and the residue was dissolved in EtOAc (100 mL). The organic layer was washed with dil. aq. HCl (2×150 mL), sat. NaHCO3 (2×150 mL), water (100 ... The reactants are C1C(=O)OCC(=O)O1 (glycolide), C(C(O)C(O)C(=O)O)(=O)O (tartaric acid), CCCCC(CC)C(=O)[O-].CCCCC(CC)C(=O)[O-].[Sn+2] (stannous octoate). Conditions: temperature 160 celsius, time 2 hour. Product: C1C(=O)OCC(=O)O1.C(C(O)C(O)C(=O)O)(=O)O (Glycolide Tartaric Acid). As a reaction SMILES: [CH2:1]1[O:8][C:6](=[O:7])[CH2:5][O:4][C:2]1=[O:3].[C:9]([OH:18])(=[O:17])[CH:10]([CH:12]([C:14]([OH:16])=[O:15])[OH:13])[OH:11].CCCCC(C([O-])=O)CC.CCCCC(C([O-])=O)CC.[Sn+2]>>[CH2:1]1[O:8][C:6](=[O:7])[CH2:5][O:4][C:2]1=[O:3].[C:9]([OH:18])(=[O:17])[CH:10]([CH:12]([C:14]([OH:16])=[O:15])[OH:13])[OH:11] |f:2.3.4,5.6|. Procedure details: A flame-dried resin kettle equipped with a mechanical stirrer and an argon inlet was charged with glycolide (2.586 mole, 300 g), anhydrous tartaric acid (0.172 mole, 26.8 g), and stannous octoate (0.2 M in toluene, 862 ml, 0.0172 mmole). The polymerization reactor and its contents were purged with dry argon several times. After melting the polymerization charge, the reactants were heated to and stirred at 160° C. until the polymer started to precipitate from the melt. Shortly after partial preci... Reactants: F[B-](F)(F)F.C(C)(C)(C)[PH+](C(C)(C)C)C(C)(C)C (tri-t-butylphosphonium tetrafluoroborate), [F-].[Cs+] (cesium fluoride), CC1=C(C(=CC=C1)C)B(O)O (2,6-dimethylphenylboronic acid), BrC=1C(=C(C(=O)OC)C=CC1)C (Methyl 3-bromo-2-methylbenzoate). The reagents and catalysts are C=1C=CC(=CC1)/C=C/C(=O)/C=C/C2=CC=CC=C2.C=1C=CC(=CC1)/C=C/C(=O)/C=C/C2=CC=CC=C2.C=1C=CC(=CC1)/C=C/C(=O)/C=C/C2=CC=CC=C2.[Pd].[Pd] (tris(dibenzylideneacetone)dipalladium(0)). Conditions: temperature 70 celsius, time 16 hour. Product: CC1=C(C=CC=C1C(=O)OC)C1=C(C=CC=C1C)C (Methyl 2,2′,6′-Trimethylbiphenyl-3-carboxylate). RXN SMILES: F[B-](F)(F)F.C([PH+](C(C)(C)C)C(C)(C)C)(C)(C)C.[F-].[Cs+].[CH3:21][C:22]1[CH:27]=[CH:26][CH:25]=[C:24]([CH3:28])[C:23]=1B(O)O.Br[C:33]1[C:34]([CH3:43])=[C:35]([CH:40]=[CH:41][CH:42]=1)[C:36]([O:38][CH3:39])=[O:37]>C1C=CC(/C=C/C(/C=C/C2C=CC=CC=2)=O)=CC=1.C1C=CC(/C=C/C(/C=C/C2C=CC=CC=2)=O)=CC=1.C1C=CC(/C=C/C(/C=C/C2C=CC=CC=2)=O)=CC=1.[Pd].[Pd]>[CH3:43][C:34]1[C:35]([C:36]([O:38][CH3:39])=[O:37])=[CH:40][CH:41]=[CH:42][C:33]=1[C:23]1[C:24]([CH3:28])=[CH:25][CH:26]=[CH:27][C:22]=1[CH3:21] |f:0.1,2.3,6.7.8.9.10|. Procedure: To a two-neck round bottom flask with a magnetic stirring bar, was added tris(dibenzylideneacetone)dipalladium(0) (120 mg, 0.131 mmol), tri-t-butylphosphonium tetrafluoroborate (76 mg, 0.262 mmol), cesium fluoride (2.65 g, 17.5 mmol), 2,6-dimethylphenylboronic acid (1.3 g, 8.73 mmol), and the compound from Step A (1 g, 4.4 mmol). One neck of the flask was connected to a vacuum line while another neck was fitted with a argon balloon. The flask was then purged 8-10 times with argon. The vacuum lin... Reactants: COC(=O)C(=Cc1ccccc1)NC(C)=O, CC(N)=O, Cc1ccccc1C, O, Cc1ccc(S(=O)(=O)O)cc1, COC(=O)C(=O)Cc1ccccc1. The product is O=S(=O)(O)c1ccccc1. As a reaction SMILES: [C:30]([NH:31][C:32](=[CH:33][c:34]1[cH:35][cH:36][cH:37][cH:38][cH:39]1)[C:40]([O:41][CH3:42])=[O:43])(=[O:44])[CH3:45].[CH3:14][C:15](=[O:16])[NH2:17].[CH3:46][c:47]1[c:48]([CH3:49])[cH:50][cH:51][cH:52][cH:53]1.[OH2:18].[c:19]1([CH3:29])[cH:20][cH:21][c:22]([S:25](=[O:26])(=[O:27])[OH:28])[cH:23][cH:24]1.[c:1]1([CH2:2][C:3](=[O:4])[C:5]([O:6][CH3:7])=[O:8])[cH:9][cH:10][cH:11][cH:12][cH:13]1>>[cH:19]1[cH:20][cH:21][c:22]([S:25](=[O:26])(=[O:27])[OH:28])[cH:23][cH:24]1. Starting materials: Cl.NO (hydroxylamine hydrochloride), N1=CC=CC=C1 (pyridine), C[Si](C)(C)Cl (trimethylsilyl chloride), C(C)OC(CCN(S(=O)(=O)C1=CC=C(C=C1)OC1=CC=C(C=C1)F)C1(CC2CCC(C1)O2)C(=O)Cl)=O (3-{(3-Chlorocarbonyl-8-oxa-bicyclo[3.2.1]oct-3-yl)-[4-(4-fluoro-phenoxy)-benzene sulfonyl]-amino}-propionic acid ethyl ester), Cl (hydrochloric acid). The solvent is ClCCl (dichloromethane). Run at time 1 hour. The product is C(C)OC(CCN(C1(CC2CCC(C1)O2)C(NO)=O)S(=O)(=O)C2=CC=C(C=C2)OC2=CC=C(C=C2)F)=O (3-[[4-(4-Fluoro-phenoxy)-benzenesulfonyl]-(3-hydroxycarbamoyl-8-oxa-bicyclo[3.2.1]oct-3-yl)-amino]-propionic acid ethyl ester). As a reaction SMILES: Cl.[NH2:2][OH:3].N1C=CC=CC=1.C[Si](Cl)(C)C.[CH2:15]([O:17][C:18](=[O:50])[CH2:19][CH2:20][N:21]([C:39]1([C:47](Cl)=[O:48])[CH2:45][CH:44]2[O:46][CH:41]([CH2:42][CH2:43]2)[CH2:40]1)[S:22]([C:25]1[CH:30]=[CH:29][C:28]([O:31][C:32]2[CH:37]=[CH:36][C:35]([F:38])=[CH:34][CH:33]=2)=[CH:27][CH:26]=1)(=[O:24])=[O:23])[CH3:16].Cl>ClCCl>[CH2:15]([O:17][C:18](=[O:50])[CH2:19][CH2:20][N:21]([S:22]([C:25]1[CH:30]=[CH:29][C:28]([O:31][C:32]2[CH:37]=[CH:36][C:35]([F:38])=[CH:34][CH:33]=2)=[CH:27][CH:26]=1)(=[O:24])=[O:23])[C:39]1([C:47](=[O:48])[NH:2][OH:3])[CH2:45][CH:44]2[O:46][CH:41]([CH2:42][CH2:43]2)[CH2:40]1)[CH3:16] |f:0.1|. Procedure: A solution of (19.7 mmol, 1.3 equivalents) of hydroxylamine hydrochloride in 9.2 mL (114 mmol, 7.5 equivalents) of dry pyridine at 0° C. is treated with 5.8 mL (45 mmol, 3.0 equivalents) of trimethylsilyl chloride, causing white solids to precipitate. The mixture is allowed to warm to ambient temperature overnight. This mixture is then cooled to 0° C. and treated with a solution of (15.1 mmol) of the product from Step F in 73 mL of dichloromethane causing an exotherm to about 8° C. This mixture ...